Dataset: the Open Reaction Database (ORD), a public repository of structured organic reaction records. Task: describe an organic reaction: reactants, conditions, products, and yield The reactants are NC=1C(=CC(=NC1)OC1CCN(CC1)C)N[C@H]1CC[C@H](CC1)C(=O)NC(C)C (cis-4-(5-amino-2-(1-methylpiperidin-4-yloxy)pyridin-4-ylamino)-N-isopropylcyclohexanecarboxamide), FC1=CC=C(C(=O)/N=C\2/N(C3=C(C=NC(=C3)OCCOC)N2)[C@@H]2CC[C@@H](CC2)C(NC(C)C)=O)C=C1 ((E)-4-fluoro-N-(1-(cis-4-(isopropylcarbamoyl)cyclohexyl)-6-(2-methoxyethoxy)-1H-imidazo[4,5-c]pyridin-2 (3H)-ylidene)benzamide). Product: FC1=CC=C(C(=O)/N=C\2/N(C3=C(C=NC(=C3)OC3CCN(CC3)C)N2)[C@@H]2CC[C@@H](CC2)C(NC(C)C)=O)C=C1 ((E)-4-Fluoro-N-(1-(cis-4-(isopropylcarbamoyl)cyclohexyl)-6-(1-methylpiperidin-4-yloxy)-1H-imidazo[4,5-c]pyridin-2(3H)-ylidene)benzamide), solid. Yield: 72.0%. Reaction SMILES: [NH2:1][C:2]1[C:3]([NH:16][C@@H:17]2[CH2:22][CH2:21][C@H:20]([C:23]([NH:25][CH:26]([CH3:28])[CH3:27])=[O:24])[CH2:19][CH2:18]2)=[CH:4][C:5]([O:8][CH:9]2[CH2:14][CH2:13][N:12]([CH3:15])[CH2:11][CH2:10]2)=[N:6][CH:7]=1.[F:29][C:30]1[CH:64]=[CH:63][C:33]([C:34](/[N:36]=[C:37]2/N([C@H]3CC[C@@H](C(=O)NC(C)C)CC3)C3C=C(OCCOC)N=CC=3N/2)=[O:35])=[CH:32][CH:31]=1>>[F:29][C:30]1[CH:31]=[CH:32][C:33]([C:34](/[N:36]=[C:37]2/[N:16]([C@H:17]3[CH2:22][CH2:21][C@@H:20]([C:23](=[O:24])[NH:25][CH:26]([CH3:28])[CH3:27])[CH2:19][CH2:18]3)[C:3]3[CH:4]=[C:5]([O:8][CH:9]4[CH2:10][CH2:11][N:12]([CH3:15])[CH2:13][CH2:14]4)[N:6]=[CH:7][C:2]=3[NH:1]/2)=[O:35])=[CH:63][CH:64]=1. Procedure: The title compound was prepared from cis-4-(5-amino-2-(1-methylpiperidin-4-yloxy)pyridin-4-ylamino)-N-isopropylcyclohexanecarboxamide using a procedure analogous to that used for (E)-4-fluoro-N-(1-(cis-4-(isopropylcarbamoyl)cyclohexyl)-6-(2-methoxyethoxy)-1H-imidazo[4,5-c]pyridin-2 (3H)-ylidene)benzamide. The product was isolated as an off-white solid (94 mg, 72% yield). 1H NMR (400 MHz, DMSO-d6) δ ppm 1.10 (d, J=8H, 6H) 1.48-1.78 (m, 7H) 1.84-2.03 (m, 2H) 2.04-2.10 (m, 2H) 2.13-2.34 (m, 5H) 2.6... The reactants are C(C)OC(=O)C=1C=C2CC(C(NC2=CC1)C1=CC(=CC=C1)C(=O)OC)(C)C (2-(3-methoxycarbonyl-phenyl)-3,3-dimethyl-1,2,3,4-tetrahydro-quinoline-6-carboxylic acid ethyl ester), Cl (hydrochloric acid). Run in O1CCCC1 (tetrahydrofuran), [OH-].[Li+] (lithium hydroxide), O (water), C(C)(=O)OCC (ethyl acetate). Run at temperature 25 celsius, time 48 hour. Product: C(C)OC(=O)C=1C=C2CC(C(NC2=CC1)C=1CC(C=CC1)=C=O)(C)C (2-(3-carbonyl-phenyl)-3,3-dimethyl-1,2,3,4-tetrahydro-quinoline-6-carboxylic acid ethyl ester). Isolated yield 326.0%. Reaction SMILES: [CH2:1]([O:3][C:4]([C:6]1[CH:7]=[C:8]2[C:13](=[CH:14][CH:15]=1)[NH:12][CH:11]([C:16]1[CH:21]=[CH:20][CH:19]=[C:18]([C:22](OC)=[O:23])[CH:17]=1)[C:10]([CH3:27])([CH3:26])[CH2:9]2)=[O:5])[CH3:2].Cl>O1CCCC1.[OH-].[Li+].O.C(OCC)(=O)C>[CH2:1]([O:3][C:4]([C:6]1[CH:7]=[C:8]2[C:13](=[CH:14][CH:15]=1)[NH:12][CH:11]([C:16]1[CH2:17][C:18](=[C:22]=[O:23])[CH:19]=[CH:20][CH:21]=1)[C:10]([CH3:26])([CH3:27])[CH2:9]2)=[O:5])[CH3:2] |f:3.4|. Procedure: A mixture of 2-(3-methoxycarbonyl-phenyl)-3,3-dimethyl-1,2,3,4-tetrahydro-quinoline-6-carboxylic acid ethyl ester (1.16 g, 1 mmol) in tetrahydrofuran (40 mL), 2M lithium hydroxide in water (20 mL) was stirred for 48 h at 25° C. The mixture was neutralized with a 3 N aqueous hydrochloric acid solution, diluted with ethyl acetate (100 mL), washed with water, dried over anhydrous sodium sulfate and then concentrated in vacuo to afford 2-(3-carbonyl-phenyl)-3,3-dimethyl-1,2,3,4-tetrahydro-quinoline-... The reactants are [N+](=O)([O-])C1=C(C=CC(=C1)[N+](=O)[O-])F (2,4-dinitrofluorobenzene), C(O)CN (ethanolamine), C(=O)([O-])[O-].[K+].[K+] (K2CO3). Run in C(C)#N (acetonitrile). Conditions: temperature 65 celsius. The product is [N+](=O)([O-])C1=C(C=CC(=C1)[N+](=O)[O-])NCCO (N-(2,4-dinitrophenyl)ethanolamine). Reaction SMILES: [N+:1]([C:4]1[CH:9]=[C:8]([N+:10]([O-:12])=[O:11])[CH:7]=[CH:6][C:5]=1F)([O-:3])=[O:2].[CH2:14]([CH2:16][NH2:17])[OH:15].C([O-])([O-])=O.[K+].[K+]>C(#N)C>[N+:1]([C:4]1[CH:9]=[C:8]([N+:10]([O-:12])=[O:11])[CH:7]=[CH:6][C:5]=1[NH:17][CH2:16][CH2:14][OH:15])([O-:3])=[O:2] |f:2.3.4|. Procedure: A mixture of 3.0 g of 2,4-dinitrofluorobenzene (16.12 mmol, 1 eq) and 1.17 ml ethanolamine (19.34 mmol, 1.2 eq) in acetonitrile (30 ml) with 3.56 g of K2CO3 (25.79 mmol, 1.6 eq) was heated at 65° C. overnight. The reaction mixture became red. The solvent was removed under reduced pressure. The residue was diluted in 1N Na2CO3 and extracted with ethyl acetate (5×50 ml). The combined organic layer was washed with saturated NaCl (3×20 ml), dried over MgSO4 and concentrated under reduced pressure. T... The reactants are C1(CCCC1)N1C2=C(C3=C1N=C(N=C3)N)C=CN=C2 (9-Cyclopentyl-9H-pyrido[4′,3′:4,5]pyrrolo[2,3-d]pyrimidin-2-amine), ClC1=CC=C(C=N1)N1CCN(CC1)CCO[Si](C)(C)C(C)(C)C (1-(6-chloro-3-pyridinyl)-4-(2-(((1,1-dimethylethyl)(dimethyl)silyl)oxy)ethyl)-piperazine), CC(C)([O-])C.[Na+] (sodium t-butoxide), C1(=CC=CC=C1)P(C1=CC=CC=2C(C3=CC=CC(=C3OC12)P(C1=CC=CC=C1)C1=CC=CC=C1)(C)C)C1=CC=CC=C1 (4,5-bis(diphenylphosphino)-9,9-dimethyl-9H-xanthene). Reagents/catalysts: C=1C=CC(=CC1)/C=C/C(=O)/C=C/C2=CC=CC=C2.C=1C=CC(=CC1)/C=C/C(=O)/C=C/C2=CC=CC=C2.C=1C=CC(=CC1)/C=C/C(=O)/C=C/C2=CC=CC=C2.[Pd].[Pd] (tris(dibenzylideneacetone)-dipalladium (0)). The solvent is O1CCOCC1 (dioxane). Conditions: temperature 120 celsius. Product: [Si](C)(C)(C(C)(C)C)OCCN1CCN(CC1)C=1C=CC(=NC1)NC=1N=CC2=C(N1)N(C1=C2C=CN=C1)C1CCCC1 (N-(5-(4-(2-((tert-butyl(dimethyl)silyl)oxy)ethyl)-1-piperazinyl)-2-pyridinyl)-9-cyclopentyl-9H-pyrido[4′,3′:4,5]pyrrolo[2,3-d]pyrimidin-2-amine). The yield is 24.6%. RXN SMILES: [CH:1]1([N:6]2[C:10]3[N:11]=[C:12]([NH2:15])[N:13]=[CH:14][C:9]=3[C:8]3[CH:16]=[CH:17][N:18]=[CH:19][C:7]2=3)[CH2:5][CH2:4][CH2:3][CH2:2]1.Cl[C:21]1[N:26]=[CH:25][C:24]([N:27]2[CH2:32][CH2:31][N:30]([CH2:33][CH2:34][O:35][Si:36]([C:39]([CH3:42])([CH3:41])[CH3:40])([CH3:38])[CH3:37])[CH2:29][CH2:28]2)=[CH:23][CH:22]=1.CC(C)([O-])C.[Na+].C1(P(C2C=CC=CC=2)C2C3OC4C(=CC=CC=4P(C4C=CC=CC=4)C4C=CC=CC=4)C(C)(C)C=3C=CC=2)C=CC=CC=1>C1C=CC(/C=C/C(/C=C/C2C=CC=CC=2)=O)=CC=1.C1C=CC(/C=C/C(/C=C/C2C=CC=CC=2)=O)=CC=1.C1C=CC(/C=C/C(/C=C/C2C=CC=CC=2)=O)=CC=1.[Pd].[Pd].O1CCOCC1>[Si:36]([O:35][CH2:34][CH2:33][N:30]1[CH2:31][CH2:32][N:27]([C:24]2[CH:23]=[CH:22][C:21]([NH:15][C:12]3[N:13]=[CH:14][C:9]4[C:8]5[CH:16]=[CH:17][N:18]=[CH:19][C:7]=5[N:6]([CH:1]5[CH2:2][CH2:3][CH2:4][CH2:5]5)[C:10]=4[N:11]=3)=[N:26][CH:25]=2)[CH2:28][CH2:29]1)([C:39]([CH3:42])([CH3:40])[CH3:41])([CH3:37])[CH3:38] |f:2.3,5.6.7.8.9|. Procedure: A 10 mL reaction vessel was charged with compound 4 (153 mg, 604 μmol), compound 247 (215 mg, 604 μmol), tris(dibenzylideneacetone)-dipalladium (0) (41.5 mg, 45.3 μmol), sodium t-butoxide (69.7 mg, 725 μmol), 4,5-bis(diphenylphosphino)-9,9-dimethyl-9H-xanthene (52.4 mg, 90.6 μmol), and dioxane (3 mL). The reaction was purged with argon and heated with microwave energy at 120° C. for 3.5 hours. The solvent was removed in vacuo and silica gel chromatography (gradient elution hexanes+2.5%/0-100% et...